Dataset: the Open Reaction Database (ORD), a public repository of structured organic reaction records. Task: describe an organic reaction: reactants, conditions, products, and yield The reactants are CC(C)(C)OC(=O)N(C(=O)OC(C)(C)C)C1CC(n2cnc3c(NCC(c4ccccc4)c4ccccc4)nc(Cl)nc32)C(O)C1O, ClCCl, O=C(O)C(F)(F)F. The product is NC1CC(n2cnc3c(NCC(c4ccccc4)c4ccccc4)nc(Cl)nc32)C(O)C1O, O=C(O)C(F)(F)F. RXN SMILES: [Cl:1][c:2]1[n:3][c:4]([NH:33][CH2:34][CH:35]([c:36]2[cH:37][cH:38][cH:39][cH:40][cH:41]2)[c:42]2[cH:43][cH:44][cH:45][cH:46][cH:47]2)[c:5]2[n:6][cH:7][n:8]([CH:11]3[CH:12]([OH:32])[CH:13]([OH:31])[CH:14]([N:16]([C:17]([O:18][C:19]([CH3:20])([CH3:21])[CH3:22])=[O:23])[C:24]([O:25][C:26]([CH3:27])([CH3:28])[CH3:29])=[O:30])[CH2:15]3)[c:9]2[n:10]1.[Cl:55][CH2:56][Cl:57].[F:48][C:49]([C:50](=[O:51])[OH:52])([F:53])[F:54]>>[Cl:1][c:2]1[n:3][c:4]([NH:33][CH2:34][CH:35]([c:36]2[cH:37][cH:38][cH:39][cH:40][cH:41]2)[c:42]2[cH:43][cH:44][cH:45][cH:46][cH:47]2)[c:5]2[n:6][cH:7][n:8]([CH:11]3[CH:12]([OH:32])[CH:13]([OH:31])[CH:14]([NH2:16])[CH2:15]3)[c:9]2[n:10]1.[F:48][C:49]([C:50](=[O:51])[OH:52])([F:53])[F:54]. The reactants are BrC=1C=C2C(=NC1)NC=C2 (5-Bromo-1H-pyrrolo[2,3-b]pyridine), CCOC(=O)C (EtOAc), COC=1C=C(C=C(C1OC)OC)B(O)O (3,4,5-trimethoxyphenylboronic acid), C(=O)([O-])[O-].[Na+].[Na+] (Na2CO3). Reagents/catalysts: Cl[Pd]([P](C1=CC=CC=C1)(C2=CC=CC=C2)C3=CC=CC=C3)([P](C4=CC=CC=C4)(C5=CC=CC=C5)C6=CC=CC=C6)Cl (dichlorobis(triphenylphosphine)palladium). Solvent: CC#N (CH3CN). The product is COC=1C=C(C=C(C1OC)OC)C=1C=C2C(=NC1)NC=C2 (5-(3,4,5-trimethoxy-phenyl)-1H-pyrrolo[2,3-b]pyridine). The yield is 83.6%. As a reaction SMILES: Br[C:2]1[CH:3]=[C:4]2[CH:10]=[CH:9][NH:8][C:5]2=[N:6][CH:7]=1.[CH3:11][O:12][C:13]1[CH:14]=[C:15](B(O)O)[CH:16]=[C:17]([O:21][CH3:22])[C:18]=1[O:19][CH3:20].C([O-])([O-])=O.[Na+].[Na+].CCOC(C)=O>CC#N.Cl[Pd](Cl)([P](C1C=CC=CC=1)(C1C=CC=CC=1)C1C=CC=CC=1)[P](C1C=CC=CC=1)(C1C=CC=CC=1)C1C=CC=CC=1>[CH3:22][O:21][C:17]1[CH:16]=[C:15]([C:2]2[CH:3]=[C:4]3[CH:10]=[CH:9][NH:8][C:5]3=[N:6][CH:7]=2)[CH:14]=[C:13]([O:12][CH3:11])[C:18]=1[O:19][CH3:20] |f:2.3.4,^1:43,62|. Procedure: 5-Bromo-1H-pyrrolo[2,3-b]pyridine (1.54 g, 7.83 mmol), 3,4,5-trimethoxyphenylboronic acid (1.83 g, 8.61 mmol) and dichlorobis(triphenylphosphine)palladium (II) (275 mg, 0.39 mmol) were combined in CH3CN (10 ml) and 1 M Na2CO3 (10 ml) and reacted in a microwave reactor for 5 min at 150° C. EtOAc was added and the mixture was washed with water, brine, dried, evaporated and purified by silica gel chromatography using 0-2% MeOH:DCM to yield 1.86 g (84%) of the title compound. 1H NMR (CDCl3, 300 MHz)... Reaction SMILES: [CH2:29]([Cl:30])[Cl:31].[CH:11]([CH3:12])([CH3:13])[O:14][C:15](=[O:16])[c:17]1[c:18]([S:23](=[O:24])(=[O:25])[N:26]=[C:27]=[O:28])[cH:19][cH:20][cH:21][cH:22]1.[NH2:1][c:2]1[n:3][c:4]([CH3:10])[n:5][c:6]([O:8][CH3:9])[n:7]1>>[NH:1]([c:2]1[n:3][c:4]([CH3:10])[n:5][c:6]([O:8][CH3:9])[n:7]1)[C:27]([NH:26][S:23]([c:18]1[c:17]([C:15]([O:14][CH:11]([CH3:12])[CH3:13])=[O:16])[cH:22][cH:21][cH:20][cH:19]1)(=[O:24])=[O:25])=[O:28]. Product: COc1nc(C)nc(NC(=O)NS(=O)(=O)c2ccccc2C(=O)OC(C)C)n1. Starting materials: ClCCl, CC(C)OC(=O)c1ccccc1S(=O)(=O)N=C=O, COc1nc(C)nc(N)n1. Reactants: ON=C1CCCC=2C=CN=CC12 (8-hydroxyimino-5,6,7,8-tetrahydroisoquinoline), C1(=CC=C(C=C1)S(=O)(=O)Cl)C (p-toluenesulfonyl chloride), [OH-].[Na+] (sodium hydroxide). The solvent is CC(=O)C (acetone). Conditions: temperature 55 celsius. Reported procedure: To a solution of 8-hydroxyimino-5,6,7,8-tetrahydroisoquinoline (960 mg) and p-toluenesulfonyl chloride (1.69 g) in acetone was added 1N sodium hydroxide (8.88 ml) and the mixture was heated at 55° C. for 2 hours. The acetone was evaporated and the aqueous reaction mixture was extracted with ethyl acetate. The extract was washed with brine and dried over sodium sulfate and concentrated in vacuo to give 8-(4-methylphenylsulfonyl)oxyimino-5,6,7,8-tetrahydroisoquinoline (1.25 g). Reaction SMILES: [OH:1][N:2]=[C:3]1[C:12]2[CH:11]=[N:10][CH:9]=[CH:8][C:7]=2[CH2:6][CH2:5][CH2:4]1.[C:13]1([CH3:23])[CH:18]=[CH:17][C:16]([S:19](Cl)(=[O:21])=[O:20])=[CH:15][CH:14]=1.[OH-].[Na+]>CC(C)=O>[CH3:23][C:13]1[CH:18]=[CH:17][C:16]([S:19]([O:1][N:2]=[C:3]2[C:12]3[CH:11]=[N:10][CH:9]=[CH:8][C:7]=3[CH2:6][CH2:5][CH2:4]2)(=[O:21])=[O:20])=[CH:15][CH:14]=1 |f:2.3|. Yield: 66.8%. Yields the product CC1=CC=C(C=C1)S(=O)(=O)ON=C1CCCC=2C=CN=CC12 (8-(4-methylphenylsulfonyl)oxyimino-5,6,7,8-tetrahydroisoquinoline). The reactants are C(C(=O)Cl)(=O)Cl (oxalylchloride), CS(=O)C (DMSO), C(C1=CC=CC=C1)N1CC(C(C1)C1=CC=CC=C1)CN1CCC(CC1)O (1-Benzyl-3-(SR)-(4-hydroxypiperidin- 1-ylmethyl)-4-(SR)-phenylpyrrolidine). Run in C(Cl)Cl (CH2Cl2). Reaction conditions: time 10 minute. The product is C(C1=CC=CC=C1)N1CC(C(C1)C1=CC=CC=C1)CN1CCC(CC1)=O (1-Benzyl-3-(SR)-(4-oxopiperidin-1-ylmethyl)-4-(SR)-phenylpyrrolidine). Isolated yield 95.4%. As a reaction SMILES: C(Cl)(=O)C(Cl)=O.CS(C)=O.[CH2:11]([N:18]1[CH2:22][CH:21]([C:23]2[CH:28]=[CH:27][CH:26]=[CH:25][CH:24]=2)[CH:20]([CH2:29][N:30]2[CH2:35][CH2:34][CH:33]([OH:36])[CH2:32][CH2:31]2)[CH2:19]1)[C:12]1[CH:17]=[CH:16][CH:15]=[CH:14][CH:13]=1>C(Cl)Cl>[CH2:11]([N:18]1[CH2:22][CH:21]([C:23]2[CH:24]=[CH:25][CH:26]=[CH:27][CH:28]=2)[CH:20]([CH2:29][N:30]2[CH2:35][CH2:34][C:33](=[O:36])[CH2:32][CH2:31]2)[CH2:19]1)[C:12]1[CH:17]=[CH:16][CH:15]=[CH:14][CH:13]=1. Procedure details: To a solution of 0.14 mL of oxalylchloride in 3 mL of CH2CI2 at -70° C. was added 0.16 mL of DMSO. After 5 min 270 mg of 1-Benzyl-3-(SR)-(4-hydroxypiperidin- 1-ylmethyl)-4-(SR)-phenylpyrrolidine (from Example 14) in 3 mL of CH2Cl2 was added. After stirring for 10 min, the reaction was warmed to 0 OC for 45 min. The reaction was quenched with H20 and partitioned between 100 mL H20 and 100 mL CH2C-2. After separating phases, the aqueous layer was extracted with 100 mL CH2C-2. The combined organic ... Reactants: O=C([O-])[O-], COC(=O)CC(C)=O, C=CCBr, CC(C)=O, [K+], [K+]. Product: C=CCC(C(C)=O)C(=O)OC. RXN SMILES: [C:13](=[O:14])([O-:15])[O-:16].[C:1]([CH2:2][C:3](=[O:4])[CH3:5])(=[O:6])[O:7][CH3:8].[CH2:9]([CH:10]=[CH2:11])[Br:12].[CH3:19][C:20](=[O:21])[CH3:22].[K+:17].[K+:18]>>[C:1]([CH:2]([C:3](=[O:4])[CH3:5])[CH2:11][CH:10]=[CH2:9])(=[O:6])[O:7][CH3:8]. Starting materials: CN(C)C=O (DMF), BrC1=CC=CC(=N1)NC(OC(C)(C)C)=O (tert-butyl (6-bromopyridin-2-yl)carbamate), [Li]CCCC (BuLi), [Li]C (MeLi). Solvent: C1CCOC1 (THF). Conditions: time 30 minute. The product is C(=O)C1=CC=CC(=N1)NC(OC(C)(C)C)=O (tert-butyl (6-formylpyridin-2-yl)carbamate). Isolated yield 103.7%. RXN SMILES: Br[C:2]1[N:7]=[C:6]([NH:8][C:9](=[O:15])[O:10][C:11]([CH3:14])([CH3:13])[CH3:12])[CH:5]=[CH:4][CH:3]=1.[Li]C.[Li]CCCC.CN([CH:26]=[O:27])C>C1COCC1>[CH:26]([C:2]1[N:7]=[C:6]([NH:8][C:9](=[O:15])[O:10][C:11]([CH3:14])([CH3:13])[CH3:12])[CH:5]=[CH:4][CH:3]=1)=[O:27]. Procedure: To a solution of tert-butyl (6-bromopyridin-2-yl)carbamate (15.960 g, 58.43 mmol, 1 eq.) in 300 ml of THF cooled to −78° C. was added MeLi (1.6 M, 36.52 ml, 58.43 mmol, 1 eq.) dropwise and stirring allowed for 30 min. Then BuLi (1.6 M, 40.17 ml, 64.27 mmol, 1.1 eq.) was added dropwise and stirring allowed for 1 h. DMF (9.36 g, 128.55 mmol, 2.2 eq.) was added and the mixture was stirred 30 min at −78° C. and 1 h at r.t. The reaction was quenched with sat. aqueous NH4Cl, and DCM was added. The aqu... Reactants: OC=1C=NC=C(C(=O)N[C@@H](CCC(=O)O)C(=O)O)C1 (N-(5-hydroxynicotinoyl)-L-glutamic acid), [O-2].[Ca+2] (calcium oxide). Run in O (water). Product: OC=1C=NC=C(C(=O)N[C@@H](CCC(=O)[O-])C(=O)[O-])C1.[Ca+2] (Calcium N-(5-hydroxynicotinoyl)-L-glutamate). RXN SMILES: [OH:1][C:2]1[CH:3]=[N:4][CH:5]=[C:6]([CH:19]=1)[C:7]([NH:9][C@H:10]([C:16]([OH:18])=[O:17])[CH2:11][CH2:12][C:13]([OH:15])=[O:14])=[O:8].[O-2].[Ca+2:21]>O>[OH:1][C:2]1[CH:3]=[N:4][CH:5]=[C:6]([CH:19]=1)[C:7]([NH:9][C@H:10]([C:16]([O-:18])=[O:17])[CH2:11][CH2:12][C:13]([O-:15])=[O:14])=[O:8].[Ca+2:21] |f:1.2,4.5|. Procedure details: Heat suspension of 2.68 g (0.01M) of N-(5-hydroxynicotinoyl)-L-glutamic acid in 50 ml of water up to 60-70° C. and add 0.68 g (0.012M) of calcium oxide in small portions. The sediment gradually dissolves. Heat the suspension for complete dissolution. Evaporate aquatic solution to 20 ml. Add resultant solution dropwise to 200 ml of ethanol. Mix formed precipitate for 0.5 hour and leave it for 12 hours at room temperature. Filter the precipitate, wash with alcohol and dry at 100° C. for constant w... Reactants: C(C)C=1OC2=C(C1S(=O)(=O)C1=CC=C(C=C1)O)C=CC=C2 (2-ethyl-3-(4-hydroxyphenylsulfonyl)benzofuran), C(C)N(CCCl)CC (2-diethylaminoethyl chloride). The product is C(C)C=1OC2=C(C1S(=O)(=O)C1=CC=C(C=C1)OCCN(CC)CC)C=CC=C2 (2-Ethyl-3-[4-(2-diethylaminoethoxy)phenylsulfonyl]benzofuran). RXN SMILES: [CH2:1]([C:3]1[O:4][C:5]2[CH:21]=[CH:20][CH:19]=[CH:18][C:6]=2[C:7]=1[S:8]([C:11]1[CH:16]=[CH:15][C:14]([OH:17])=[CH:13][CH:12]=1)(=[O:10])=[O:9])[CH3:2].[CH2:22]([N:24]([CH2:28][CH3:29])[CH2:25][CH2:26]Cl)[CH3:23]>>[CH2:1]([C:3]1[O:4][C:5]2[CH:21]=[CH:20][CH:19]=[CH:18][C:6]=2[C:7]=1[S:8]([C:11]1[CH:16]=[CH:15][C:14]([O:17][CH2:23][CH2:22][N:24]([CH2:28][CH3:29])[CH2:25][CH3:26])=[CH:13][CH:12]=1)(=[O:10])=[O:9])[CH3:2]. Reported procedure: Reaction of 2-ethyl-3-(4-hydroxyphenylsulfonyl)benzofuran with 2-diethylaminoethyl chloride by the procedure described in Example 1 gives the title compound. Starting materials: NC1=C(C#N)C(=CC=C1)N1CCOCC1 (2-amino-6-morpholinobenzonitrile), C(C)(=O)OCC(=O)Cl (acetoxyacetyl chloride). Solvent: N1=CC=CC=C1 (pyridine). Conditions: time 1 hour. The product is C(C)(=O)OCC(=O)NC1=C(C#N)C(=CC=C1)N1CCOCC1 (2-(acetoxyacetylamino)-6-morpholinobenzonitrile). As a reaction SMILES: [NH2:1][C:2]1[CH:9]=[CH:8][CH:7]=[C:6]([N:10]2[CH2:15][CH2:14][O:13][CH2:12][CH2:11]2)[C:3]=1[C:4]#[N:5].[C:16]([O:19][CH2:20][C:21](Cl)=[O:22])(=[O:18])[CH3:17]>N1C=CC=CC=1>[C:16]([O:19][CH2:20][C:21]([NH:1][C:2]1[CH:9]=[CH:8][CH:7]=[C:6]([N:10]2[CH2:11][CH2:12][O:13][CH2:14][CH2:15]2)[C:3]=1[C:4]#[N:5])=[O:22])(=[O:18])[CH3:17]. Procedure: To a solution of 2-amino-6-morpholinobenzonitrile (5.6 g) in pyridine (15 ml) is added dropwise acetoxyacetyl chloride (3.3 ml) which is cooled in an ice bath. The mixture is stirred at room temperature for 1 hour, and thereafter, pyridine is distilled off under reduced pressure and thereto is added water, and the mixture is extracted with methylene chloride. The organic layer is dried over anhydrous sodium sulfate, and the solvent is distilled off under reduced pressure. The resulting residue i...